Dataset: the Open Reaction Database (ORD), a public repository of structured organic reaction records. Task: describe an organic reaction: reactants, conditions, products, and yield Reactants: [Al+3], [H-], [H-], [H-], [H-], [Li+], [Na+], O=C1CCC(CCOC2CCCCO2)(c2ccc(Cl)c(Cl)c2)CN1, C1CCOC1, [OH-], O. The product is Clc1ccc(C2(CCOC3CCCCO3)CCCNC2)cc1Cl. As a reaction SMILES: [Al+3:26].[H-:25].[H-:28].[H-:29].[H-:30].[Li+:27].[Na+:33].[O:1]1[CH:2]([O:7][CH2:8][CH2:9][C:10]2([c:17]3[cH:18][c:19]([Cl:24])[c:20]([Cl:23])[cH:21][cH:22]3)[CH2:11][CH2:12][C:13](=[O:16])[NH:14][CH2:15]2)[CH2:3][CH2:4][CH2:5][CH2:6]1.[O:34]1[CH2:35][CH2:36][CH2:37][CH2:38]1.[OH-:32].[OH2:31]>>[O:1]1[CH:2]([O:7][CH2:8][CH2:9][C:10]2([c:17]3[cH:18][c:19]([Cl:24])[c:20]([Cl:23])[cH:21][cH:22]3)[CH2:11][CH2:12][CH2:13][NH:14][CH2:15]2)[CH2:3][CH2:4][CH2:5][CH2:6]1. The reactants are Compound II, C1(=CC=CC2=CC=CC=C12)CNC(NOCC(=O)O)=O (2-(3-(naphthalen-1-ylmethyl)ureidooxy)acetic acid), N[C@H](C(=O)N(CC1=CC=CC2=CC=CC=C12)[C@H](C(OCC)OCC)C)C ((S)-2-amino-N—((S)-1,1-diethoxypropan-2-yl)-N-(naphthalen-1-ylmethyl)-propanamide). The product is C(C)OC([C@H](C)N(C([C@H](C)NC(CONC(=O)NCC1=CC=CC2=CC=CC=C12)=O)=O)CC1=CC=CC2=CC=CC=C12)OCC (1-(2-((S)-1-(((S)-1,1-diethoxypropan-2-yl)(naphthalen-1-ylmethyl)amino)-1-oxopropan-2-ylamino)-2-oxoethoxy)-3-(naphthalen-1-ylmethyl)urea). Reaction SMILES: [C:1]1([CH2:11][NH:12][C:13](=[O:20])[NH:14][O:15][CH2:16][C:17]([OH:19])=O)[C:10]2[C:5](=[CH:6][CH:7]=[CH:8][CH:9]=2)[CH:4]=[CH:3][CH:2]=1.[NH2:21][C@@H:22]([CH3:46])[C:23]([N:25]([C@@H:37]([CH3:45])[CH:38]([O:42][CH2:43][CH3:44])[O:39][CH2:40][CH3:41])[CH2:26][C:27]1[C:36]2[C:31](=[CH:32][CH:33]=[CH:34][CH:35]=2)[CH:30]=[CH:29][CH:28]=1)=[O:24]>>[CH2:43]([O:42][CH:38]([O:39][CH2:40][CH3:41])[C@@H:37]([N:25]([CH2:26][C:27]1[C:36]2[C:31](=[CH:32][CH:33]=[CH:34][CH:35]=2)[CH:30]=[CH:29][CH:28]=1)[C:23](=[O:24])[C@@H:22]([NH:21][C:17](=[O:19])[CH2:16][O:15][NH:14][C:13]([NH:12][CH2:11][C:1]1[C:10]2[C:5](=[CH:6][CH:7]=[CH:8][CH:9]=2)[CH:4]=[CH:3][CH:2]=1)=[O:20])[CH3:46])[CH3:45])[CH3:44]. Procedure details: According to the procedure described in the synthesis method of Compound II-15, 2-(3-(naphthalen-1-ylmethyl)ureidooxy)acetic acid (Compound VI-12) 115 mg (0.42 mmol) was coupled with (S)-2-amino-N—((S)-1,1-diethoxypropan-2-yl)-N-(naphthalen-1-ylmethyl)-propanamide (Compound IV-10) 100 mg (0.28 mmol) to obtain the title compound.